From a dataset of the Open Reaction Database (ORD), a public repository of structured organic reaction records. describe an organic reaction: reactants, conditions, products, and yield As a reaction SMILES: [CH2:1]([N:8]1[CH:16]=[C:15]2[C:10]([CH:11]=[C:12]([C:17]3[CH:18]=[C:19]([CH:27]4[CH2:31][CH2:30][N:29]([C:32](=[O:35])[CH2:33]Cl)[CH2:28]4)[N:20]4[C:25]=3[C:24]([NH2:26])=[N:23][CH:22]=[N:21]4)[CH:13]=[CH:14]2)=[N:9]1)[C:2]1[CH:7]=[CH:6][CH:5]=[CH:4][CH:3]=1.[F:36][C:37]1([F:42])[CH2:41][CH2:40][NH:39][CH2:38]1>>[CH2:1]([N:8]1[CH:16]=[C:15]2[C:10]([CH:11]=[C:12]([C:17]3[CH:18]=[C:19]([CH:27]4[CH2:31][CH2:30][N:29]([C:32](=[O:35])[CH2:33][N:39]5[CH2:40][CH2:41][C:37]([F:42])([F:36])[CH2:38]5)[CH2:28]4)[N:20]4[C:25]=3[C:24]([NH2:26])=[N:23][CH:22]=[N:21]4)[CH:13]=[CH:14]2)=[N:9]1)[C:2]1[CH:7]=[CH:6][CH:5]=[CH:4][CH:3]=1. The reactants are C(C1=CC=CC=C1)N1N=C2C=C(C=CC2=C1)C=1C=C(N2N=CN=C(C21)N)C2CN(CC2)C(CCl)=O (5-(2-benzyl-2H-indazol-6-yl)-7-[1-(chloroacetyl)pyrrolidin-3-yl]pyrrolo[2,1-f][1,2,4]triazin-4-amine), FC1(CNCC1)F (3,3-difluoropyrrolidine). Procedure details: 5-(2-benzyl-2H-indazol-6-yl)-7-[1-(chloroacetyl)pyrrolidin-3-yl]pyrrolo[2,1-f][1,2,4]triazin-4-amine (100 mg, 0.206 mmol) was reacted with 3,3-difluoropyrrolidine (44 mg, 0.412 mmol) using the procedure of Example 132 to yield 100 mg (87%) of title compound. 1H NMR (300 MHz, DMSO-d6) δ 8.53 (s, 1 H), 7.91 (s, 1 H), 7.80 (d 1 H), 7.67 (m, 3 H), 7.38 (m, 4 H), 7.11 (d, 1 H), 6.63 (d, 1H), 5.63 (s, 2 H), 3.95-3.10 (m, 11 H), 3.05-2.60 (m, 4 H), 2.50-2.05 (m, 2 H); ES-MS m/z 557.3 [M+H]+, HPLC RT (m... The product is C(C1=CC=CC=C1)N1N=C2C=C(C=CC2=C1)C=1C=C(N2N=CN=C(C21)N)C2CN(CC2)C(CN2CC(CC2)(F)F)=O (5-(2-benzyl-2H-indazol-6-yl)-7-{1-[(3,3-difluoropyrrolidin-1-yl)acetyl]pyrrolidin-3-yl}pyrrolo[2,1-f][1,2,4]triazin-4-amine). Isolated yield 87.2%. Reactants: CNC(=O)c1cccc(C=O)c1, CC(=O)O, CO, Nc1n[nH]c2ncnc(Nc3cccc(Cl)c3)c12. The product is CNC(=O)c1cccc(CNc2n[nH]c3ncnc(Nc4cccc(Cl)c4)c23)c1. As a reaction SMILES: [CH3:19][NH:20][C:21](=[O:22])[c:23]1[cH:24][c:25]([CH:26]=[O:27])[cH:28][cH:29][cH:30]1.[CH3:31][C:32](=[O:33])[OH:34].[CH3:35][OH:36].[NH2:1][c:2]1[n:3][nH:4][c:5]2[n:6][cH:7][n:8][c:9]([NH:11][c:12]3[cH:13][c:14]([Cl:18])[cH:15][cH:16][cH:17]3)[c:10]12>>[NH:1]([c:2]1[n:3][nH:4][c:5]2[n:6][cH:7][n:8][c:9]([NH:11][c:12]3[cH:13][c:14]([Cl:18])[cH:15][cH:16][cH:17]3)[c:10]12)[CH2:26][c:25]1[cH:24][c:23]([C:21]([NH:20][CH3:19])=[O:22])[cH:30][cH:29][cH:28]1.